This data is from the Open Reaction Database (ORD), a public repository of structured organic reaction records. The task is: describe an organic reaction: reactants, conditions, products, and yield The reactants are FC(C1=NC2=C(C(=CC=C2C=C1C(F)(F)F)Cl)CBr)(F)F (2,3-bis-(trifluoromethyl)-8-bromomethyl-7-chloroquinoline), C(CC)(=O)O (propionic acid), S(O)(O)(=O)=O (sulfuric acid), [N+](=O)(O)[O-] (nitric acid). Run in O (water). Conditions: time 2 hour. The product is FC(C1=NC2=C(C(=CC=C2C=C1C(F)(F)F)Cl)C(=O)O)(F)F (2,3-bis-(trifluoromethyl)-7-chloroquinoline-8-carboxylic acid). Yield: 80.9%. RXN SMILES: [F:1][C:2]([F:21])([F:20])[C:3]1[C:12]([C:13]([F:16])([F:15])[F:14])=[CH:11][C:10]2C(=C(CBr)[C:7]([Cl:17])=[CH:8][CH:9]=2)[N:4]=1.S(=O)(=O)(O)O.[N+]([O-])(O)=O.[C:31]([OH:35])(=[O:34])[CH2:32][CH3:33]>O>[F:1][C:2]([F:20])([F:21])[C:3]1[C:12]([C:13]([F:15])([F:16])[F:14])=[CH:11][C:10]2[C:33](=[C:32]([C:31]([OH:35])=[O:34])[C:7]([Cl:17])=[CH:8][CH:9]=2)[N:4]=1. Procedure details: 2.4 g of 2,3-bis-(trifluoromethyl)-8-bromomethyl-7-chloroquinoline are suspended in 6.8 g of propionic acid and 6.8 g of 70% strength sulfuric acid, and 5.5 g of 65% strength nitric acid are added dropwise at 120° C. After 2 hours at 120° C., the mixture is diluted with water and the precipitate is filtered off under suction, washed and dried; 1.7 g (84%) of 2,3-bis-(trifluoromethyl)-7-chloroquinoline-8-carboxylic acid of melting point 108°-111° C. are isolated. Reactants: Clc1ccccc1, CCCc1c(Cc2ccc(-c3ccccc3C#N)cc2)c(=O)n(C2CCC(OCC3(CF)CO3)CC2)c2ncnn12, F, [K]. Yields the product CCCc1c(Cc2ccc(-c3ccccc3C#N)cc2)c(=O)n(C2CCC(OCC(O)(CF)CF)CC2)c2ncnn12. Reaction SMILES: [Cl:44][c:45]1[cH:46][cH:47][cH:48][cH:49][cH:50]1.[F:1][CH2:2][C:3]1([CH2:6][O:7][CH:8]2[CH2:9][CH2:10][CH:11]([n:14]3[c:15]4[n:16]([c:17]([CH2:36][CH2:37][CH3:38])[c:18]([CH2:21][c:22]5[cH:23][cH:24][c:25](-[c:28]6[c:29]([C:34]#[N:35])[cH:30][cH:31][cH:32][cH:33]6)[cH:26][cH:27]5)[c:19]3=[O:20])[n:39][cH:40][n:41]4)[CH2:12][CH2:13]2)[O:4][CH2:5]1.[FH:42].[K:43]>>[F:1][CH2:2][C:3]([OH:4])([CH2:5][F:42])[CH2:6][O:7][CH:8]1[CH2:9][CH2:10][CH:11]([n:14]2[c:15]3[n:16]([c:17]([CH2:36][CH2:37][CH3:38])[c:18]([CH2:21][c:22]4[cH:23][cH:24][c:25](-[c:28]5[c:29]([C:34]#[N:35])[cH:30][cH:31][cH:32][cH:33]5)[cH:26][cH:27]4)[c:19]2=[O:20])[n:39][cH:40][n:41]3)[CH2:12][CH2:13]1. Starting materials: C1(=CC=CC=C1)CCC(=O)C1=CC=C(C=C1)Cl (p-chlorophenyl phenylethyl ketone), O.NN (hydrazine hydrate), [OH-].[K+] (potassium hydroxide). Solvent: C(COCCO)O (Digol). Yields the product ClC1=CC=C(C=C1)CCCC1=CC=CC=C1 (1-(4-chlorophenyl)-3-phenylpropane). RXN SMILES: [C:1]1([CH2:7][CH2:8][C:9]([C:11]2[CH:16]=[CH:15][C:14]([Cl:17])=[CH:13][CH:12]=2)=O)[CH:6]=[CH:5][CH:4]=[CH:3][CH:2]=1.O.NN.[OH-].[K+]>C(O)COCCO>[Cl:17][C:14]1[CH:13]=[CH:12][C:11]([CH2:9][CH2:8][CH2:7][C:1]2[CH:2]=[CH:3][CH:4]=[CH:5][CH:6]=2)=[CH:16][CH:15]=1 |f:1.2,3.4|. Reported procedure: p-chlorophenyl phenylethyl ketone (25 g) was refluxed with hydrazine hydrate (13 g) and potassium hydroxide (18 g) in Digol (diethylene glycol) for one hour. The mixture was then distilled until the solution temperature in the still reached 175°. The mixture was then refluxed for 3 hours, cooled, poured into water and extracted with petroleum ether (Bpt 40°-60°). Evaporation of the extracts gave 1-(4-chlorophenyl)-3-phenylpropane Bbt. 110°/10-3 mm. Starting materials: P(O)(O)(O)=O (phosphoric acid), [OH-].[Li+] (lithium hydroxide), O (water), C(C)OP(=O)(C(OCC)OCC)C[C@H](CNCC1=CC(=C(C=C1)Cl)Cl)O (3-[N-(3,4-dichlorobenzyl)amino]-2(S)-hydroxy-propyl(diethoxymethyl)phosphinic acid ethyl ester). Run in C(C)O (ethanol). Run at time 24 hour. The product is ClC=1C=C(CNC[C@@H](CP(O)(=O)C(OCC)OCC)O)C=CC1Cl (3-[N-(3,4-dichlorobenzyl)amino]-2(S)-hydroxy-propyl(diethoxymethyl)phosphinic acid). RXN SMILES: [OH-].[Li+].O.C([O:6][P:7]([CH2:16][C@@H:17]([OH:29])[CH2:18][NH:19][CH2:20][C:21]1[CH:26]=[CH:25][C:24]([Cl:27])=[C:23]([Cl:28])[CH:22]=1)([CH:9]([O:13][CH2:14][CH3:15])[O:10][CH2:11][CH3:12])=[O:8])C.P(=O)(O)(O)O>C(O)C>[Cl:28][C:23]1[CH:22]=[C:21]([CH:26]=[CH:25][C:24]=1[Cl:27])[CH2:20][NH:19][CH2:18][C@H:17]([OH:29])[CH2:16][P:7]([CH:9]([O:10][CH2:11][CH3:12])[O:13][CH2:14][CH3:15])(=[O:6])[OH:8] |f:0.1|. Procedure details: 0.254 g of lithium hydroxide and 6 ml of water are added to a solution of 2.26 g of 3-[N-(3,4-dichlorobenzyl)amino]-2(S)-hydroxy-propyl(diethoxymethyl)phosphinic acid ethyl ester in 3 ml of ethanol and the mixture is stirred at 60° for 24 hours. The mixture is allowed to cool to room temperature, adjusted to pH 7 with aqueous phosphoric acid and concentrated to dryness by evaporation. The evaporation residue is made into a slurry in hot methanol and filtered. The filtrate is concentrated to dryn... Reactants: C(C1=CC=CC=C1)N1C=CC2=C(C=CC=C12)C1=NC(=C2C=CC=NC2=C1)Cl (7-(1-benzyl-1H-indol-4-yl)-5-chloro-1,6-naphthyridine), C(C1=CC=CC=C1)N1C=CC2=C(C=CC=C12)C1=NC(=C2C=CC=NC2=C1)Cl (7-(1-Benzyl-1H-indol-4-yl)-5-chloro-1,6-naphthyridine), N1CCOCC1 (morpholine), ( g ). The product is C(C1=CC=CC=C1)N1C=CC2=C(C=CC=C12)C1=NC(=C2C=CC=NC2=C1)N1CCOCC1 (7-(1-Benzyl-1H-indol-4-yl)-5-morpholin-4-yl-1,6-naphthyridine). The yield is 91.0%. Reaction SMILES: [CH2:1]([N:8]1[C:16]2[C:11](=[C:12]([C:17]3[CH:26]=[C:25]4[C:20]([CH:21]=[CH:22][CH:23]=[N:24]4)=[C:19](Cl)[N:18]=3)[CH:13]=[CH:14][CH:15]=2)[CH:10]=[CH:9]1)[C:2]1[CH:7]=[CH:6][CH:5]=[CH:4][CH:3]=1.[NH:28]1[CH2:33][CH2:32][O:31][CH2:30][CH2:29]1>>[CH2:1]([N:8]1[C:16]2[C:11](=[C:12]([C:17]3[CH:26]=[C:25]4[C:20]([CH:21]=[CH:22][CH:23]=[N:24]4)=[C:19]([N:28]4[CH2:33][CH2:32][O:31][CH2:30][CH2:29]4)[N:18]=3)[CH:13]=[CH:14][CH:15]=2)[CH:10]=[CH:9]1)[C:2]1[CH:7]=[CH:6][CH:5]=[CH:4][CH:3]=1. Reported procedure: A flask charged with 7-(1-benzyl-1H-indol-4-yl)-5-chloro-1,6-naphthyridine, 3 (94 mg, 0.25 mmol, 1 eq) and morpholine (1.6 mL, 18 mmol, 70 eq) was heated at 100° C. overnight under Ar(g). Once cooled down, the solvent was removed in vacuo, and the residue was purified by silica gel column chromatography with hexane/EtOAc (3:2-0:1) to yield the product as pale yellow solid (96 mg, 91%). The reactants are Cc1cnccc1-c1nc2cc(C(F)(F)F)ccc2o1, CCOC(C)=O, ClC(Cl)Cl, O=C(OO)c1cccc(Cl)c1. Product: Cc1c[n+]([O-])ccc1-c1nc2cc(C(F)(F)F)ccc2o1. As a reaction SMILES: [CH3:1][c:2]1[cH:3][n:4][cH:5][cH:6][c:7]1-[c:8]1[o:9][c:10]2[c:11]([n:12]1)[cH:13][c:14]([C:17]([F:18])([F:19])[F:20])[cH:15][cH:16]2.[CH3:36][CH2:37][O:38][C:39](=[O:40])[CH3:41].[CH:21]([Cl:22])([Cl:23])[Cl:24].[Cl:25][c:26]1[cH:27][cH:28][cH:29][c:30]([C:31]([O:32][OH:34])=[O:33])[cH:35]1>>[CH3:1][c:2]1[cH:3][n+:4]([O-:33])[cH:5][cH:6][c:7]1-[c:8]1[o:9][c:10]2[c:11]([n:12]1)[cH:13][c:14]([C:17]([F:18])([F:19])[F:20])[cH:15][cH:16]2. Starting materials: C(C1=CC=CC=C1)OCCOCC(=O)OCC (ethyl (2-benzyloxyethoxy)acetate). The reagents and catalysts are [C].[Pd] (palladium-carbon). The solvent is CO (methanol). Conditions: time 5 hour. The product is OCCOCC(=O)OCC (ethyl (2-hydroxyethoxy)acetate). Yield: 104.1%. RXN SMILES: C([O:8][CH2:9][CH2:10][O:11][CH2:12][C:13]([O:15][CH2:16][CH3:17])=[O:14])C1C=CC=CC=1>[C].[Pd].CO>[OH:8][CH2:9][CH2:10][O:11][CH2:12][C:13]([O:15][CH2:16][CH3:17])=[O:14] |f:1.2|. Procedure: A mixture of ethyl (2-benzyloxyethoxy)acetate (0.50 g, 1.88 mmol), 10% palladium-carbon (0.05 g) and methanol (10 ml) was stirred under a hydrogen atmosphere at room temperature for 5 hours. The catalyst was filtered off and the filtrate was concentrated under reduced pressure to obtain 0.29 g of ethyl (2-hydroxyethoxy)acetate as a colorless oil.